From a dataset of the Open Reaction Database (ORD), a public repository of structured organic reaction records. describe an organic reaction: reactants, conditions, products, and yield Starting materials: C(#N)N=C1NCCN1 (2-(cyanoimino)imidazolidine), [H-].[Na+] (sodium hydride), ClCC#CCNC(C(C1=CC=CC=C1)(O)C1CCCCC1)=O (N-(4-chloro-2-butynyl)-2-cyclohexyl-2-hydroxy-2-phenylacetamide), oil. Run in CS(=O)C (dimethyl sulfoxide). Conditions: time 25 minute. Yields the product C(#N)N=C1N(CCN1)CC#CCNC(C(C1=CC=CC=C1)(O)C1CCCCC1)=O (N-[4-{2-(cyanoimino)-1-imidazolidinyl}-2-butynyl]-2-cyclohexyl-2-hydroxy-2-phenylacetamide). Yield: 75.2%. RXN SMILES: [C:1]([N:3]=[C:4]1[NH:8][CH2:7][CH2:6][NH:5]1)#[N:2].[H-].[Na+].Cl[CH2:12][C:13]#[C:14][CH2:15][NH:16][C:17](=[O:32])[C:18]([CH:26]1[CH2:31][CH2:30][CH2:29][CH2:28][CH2:27]1)([OH:25])[C:19]1[CH:24]=[CH:23][CH:22]=[CH:21][CH:20]=1>CS(C)=O>[C:1]([N:3]=[C:4]1[NH:8][CH2:7][CH2:6][N:5]1[CH2:12][C:13]#[C:14][CH2:15][NH:16][C:17](=[O:32])[C:18]([CH:26]1[CH2:31][CH2:30][CH2:29][CH2:28][CH2:27]1)([OH:25])[C:19]1[CH:20]=[CH:21][CH:22]=[CH:23][CH:24]=1)#[N:2] |f:1.2|. Reported procedure: To a solution of 2-(cyanoimino)imidazolidine (0.28 g) in dimethyl sulfoxide (10 ml}was added 60% sodium hydride dispersed in mineral oil (0.1 g) and the mixture was stirred at room temperature for 25 minutes. After an addition of N-(4-chloro-2-butynyl)-2-cyclohexyl-2-hydroxy-2-phenylacetamide (0.40 g), the mixture was stirred at the same temperature for further 45 minutes and then quenched with cold water (50 ml). The mixture was extracted with ethyl acetate (50 ml×3). The combined extracts were... Starting materials: BrC=1C=C2C(=CN1)NN=C2 (5-bromo-1H-pyrazolo[3,4-c]pyridine), C(=O)([O-])[O-].[Na+].[Na+] (Na2CO3), CC1(OB(OC1(C)C)C1=CC=NN1)C (5-(4,4,5,5-tetramethyl-1,3,2-dioxaborolan-2-yl)-1H-pyrazole). The reagents and catalysts are C1=CC=C(C=C1)P([C-]2C=CC=C2)C3=CC=CC=C3.C1=CC=C(C=C1)P([C-]2C=CC=C2)C3=CC=CC=C3.Cl[Pd]Cl.[Fe+2] (Pd(dppf)Cl2). Solvent: COCCOC.CCO (DME EtOH). Conditions: temperature 150 celsius, time 60 minute. Yields the product N1N=CC(=C1)C=1C=C2C(=CN1)NN=C2 (5-(1H-pyrazol-4-yl)-1H-pyrazolo[3,4-c]pyridine). Isolated yield 21.6%. Reaction SMILES: Br[C:2]1[CH:3]=[C:4]2[CH:10]=[N:9][NH:8][C:5]2=[CH:6][N:7]=1.C([O-])([O-])=O.[Na+].[Na+].CC1(C)C(C)(C)OB([C:25]2[NH:29][N:28]=[CH:27][CH:26]=2)O1>COCCOC.CCO.C1C=CC(P(C2C=CC=CC=2)[C-]2C=CC=C2)=CC=1.C1C=CC(P(C2C=CC=CC=2)[C-]2C=CC=C2)=CC=1.Cl[Pd]Cl.[Fe+2]>[NH:28]1[CH:27]=[C:26]([C:2]2[CH:3]=[C:4]3[CH:10]=[N:9][NH:8][C:5]3=[CH:6][N:7]=2)[CH:25]=[N:29]1 |f:1.2.3,5.6,7.8.9.10|. Procedure: To a solution of 5-bromo-1H-pyrazolo[3,4-c]pyridine (100 mg, 0.5 mmol) in DME:EtOH (5:1, 5 mL) was added Pd(dppf)Cl2 (20 mg), saturated solution of Na2CO3 (1 mL) and 5-(4,4,5,5-tetramethyl-1,3,2-dioxaborolan-2-yl)-1H-pyrazole (116 mg, 0.6 mmol). Under argon the mixture was stirred under microwave irradiation at 150° C. for 60 min. After cooling down, the solvent was removed under reduced pressure and the residue was purified by silica-gel column chromatography (mobile phase: EA:PE=1:1) to afford... Starting materials: COC(=O)c1c(OS(=O)(=O)C(F)(F)F)c(C#N)cc2ccccc12, O=C([O-])[O-], ClCCl, Cc1ccccc1, [K+], [K+], CC(=O)[O-], CC(=O)[O-], [Pd+2], CC(C)(C)OC(=O)NCCS. The product is COC(=O)c1c(SCCNC(=O)OC(C)(C)C)c(C#N)cc2ccccc12. As a reaction SMILES: [C:18](#[N:19])[c:20]1[c:21]([O:34][S:35]([C:36]([F:37])([F:38])[F:39])(=[O:40])=[O:41])[c:22]([C:30](=[O:31])[O:32][CH3:33])[c:23]2[cH:24][cH:25][cH:26][cH:27][c:28]2[cH:29]1.[C:1](=[O:2])([O-:3])[O-:4].[CH2:49]([Cl:50])[Cl:51].[CH3:42][c:43]1[cH:44][cH:45][cH:46][cH:47][cH:48]1.[K+:5].[K+:6].[O-:53][C:54]([CH3:55])=[O:56].[O-:57][C:58]([CH3:59])=[O:60].[Pd+2:52].[SH:7][CH2:8][CH2:9][NH:10][C:11]([O:12][C:13]([CH3:14])([CH3:15])[CH3:16])=[O:17]>>[S:7]([CH2:8][CH2:9][NH:10][C:11]([O:12][C:13]([CH3:14])([CH3:15])[CH3:16])=[O:17])[c:21]1[c:20]([C:18]#[N:19])[cH:29][c:28]2[c:23]([c:22]1[C:30](=[O:31])[O:32][CH3:33])[cH:24][cH:25][cH:26][cH:27]2. The reactants are [Br-], O=C([O-])O, CC1(C)CCCC(C)(C)N1O, CC(CCO)CCC1CCCCC1, Cc1ccccc1, [O-]Cl, [K+], [Na+], [Na+], O. The product is CC(CC=O)CCC1CCCCC1. As a reaction SMILES: [Br-:15].[C:30](=[O:31])([OH:32])[O-:33].[CH3:16][C:17]1([CH3:26])[N:18]([O:19])[C:20]([CH3:21])([CH3:22])[CH2:23][CH2:24][CH2:25]1.[CH3:1][CH:2]([CH2:3][CH2:4][OH:5])[CH2:6][CH2:7][CH:8]1[CH2:9][CH2:10][CH2:11][CH2:12][CH2:13]1.[CH3:35][c:36]1[cH:37][cH:38][cH:39][cH:40][cH:41]1.[Cl:27][O-:28].[K+:14].[Na+:29].[Na+:34].[OH2:42]>>[CH3:1][CH:2]([CH2:3][CH:4]=[O:5])[CH2:6][CH2:7][CH:8]1[CH2:9][CH2:10][CH2:11][CH2:12][CH2:13]1. Starting materials: FC(C=1C=C(C=C(C1)C(F)(F)F)C(C)OC1C(C(CC1)C(=O)OC)C1=CC=CC=C1)(F)F (methyl 3-(SR)-(1-(RS)-(3,5-bis(trifluoromethyl)phenyl)-ethoxy)-2-(RS)-phenylcyclopentane-1-(RS)-carboxylate), [OH-].[Na+] (sodium hydroxide). Solvent: CO (methanol). Yields the product FC(C=1C=C(C=C(C1)C(F)(F)F)C(C)OC1C(C(CC1)C(=O)O)C1=CC=CC=C1)(F)F (3-(SR)-(1-(RS)-(3,5-Bis(trifluoromethyl)phenyl)-ethoxy)-2-(RS)-phenylcyclopentane-1-(RS)-carboxylic acid). Isolated yield 107.5%. Reaction SMILES: [F:1][C:2]([F:32])([F:31])[C:3]1[CH:4]=[C:5]([CH:13]([O:15][CH:16]2[CH2:20][CH2:19][CH:18]([C:21]([O:23]C)=[O:22])[CH:17]2[C:25]2[CH:30]=[CH:29][CH:28]=[CH:27][CH:26]=2)[CH3:14])[CH:6]=[C:7]([C:9]([F:12])([F:11])[F:10])[CH:8]=1.[OH-].[Na+]>CO>[F:1][C:2]([F:31])([F:32])[C:3]1[CH:4]=[C:5]([CH:13]([O:15][CH:16]2[CH2:20][CH2:19][CH:18]([C:21]([OH:23])=[O:22])[CH:17]2[C:25]2[CH:26]=[CH:27][CH:28]=[CH:29][CH:30]=2)[CH3:14])[CH:6]=[C:7]([C:9]([F:12])([F:11])[F:10])[CH:8]=1 |f:1.2|. Reported procedure: To a solution of 905 mg of methyl 3-(SR)-(1-(RS)-(3,5-bis(trifluoromethyl)phenyl)-ethoxy)-2-(RS)-phenylcyclopentane-1-(RS)-carboxylate (lower Rf α-methyl isomer) (Racemic 2,3-trans isomer) from Example 8, Step D, Method A in 20 mL of methanol was added 5 mL of 2.0 N sodium hydroxide. After heating at reflux for 2 hours, the methanol was evaporated, and the residual liquid was acidified with 2 N hydrochloric acid. The aqueous phase was washed twice with ethyl acetate. The separate organic layers ... Conditions: time 2 hour. Starting materials: [K+].[Br-] (KBr), Cl.NC(=N)N (guanidine hydrochloride), C[O-].[Na+] (sodium methoxide), Cl.ClC=1C=C2C(=CN(C2=CC1)C1=CC=NC2=CC=CC=C12)C(=O)Cl (5-chloro-3-chlorocarbonyl-1-(quinolin-4-yl)-1H-indole hydrochloride). The solvent is CO (methanol). The product is ClC=1C=C2C(=CN(C2=CC1)C1=CC=NC2=CC=CC=C12)C(=O)NC(=N)N (5-Chloro-3-guanidinocarbonyl-1-(quinolin-4-yl)-1H-indole). Procedure: 3.11 g (32.55 mmol) of guanidine hydrochloride are added to a solution of 1.76 g (32.55 mmol) of sodium methoxide in 60 cm3 of methanol at a temperature in the region of 20° C. under an argon atmosphere. After stirring at this temperature for 2 hours, the mixture is concentrated to dryness under reduced pressure (2.7 kPa). The residue is taken up in 60 cm3 of 1,2-dimethoxyethane, and 2.46 g (6.51 mmol) of 5-chloro-3-chlorocarbonyl-1-(quinolin-4-yl)-1H-indole hydrochloride are added. After stirri... Reaction SMILES: Cl.[NH2:2][C:3]([NH2:5])=[NH:4].C[O-].[Na+].Cl.[Cl:10][C:11]1[CH:12]=[C:13]2[C:17](=[CH:18][CH:19]=1)[N:16]([C:20]1[C:29]3[C:24](=[CH:25][CH:26]=[CH:27][CH:28]=3)[N:23]=[CH:22][CH:21]=1)[CH:15]=[C:14]2[C:30](Cl)=[O:31].[K+].[Br-]>CO>[Cl:10][C:11]1[CH:12]=[C:13]2[C:17](=[CH:18][CH:19]=1)[N:16]([C:20]1[C:29]3[C:24](=[CH:25][CH:26]=[CH:27][CH:28]=3)[N:23]=[CH:22][CH:21]=1)[CH:15]=[C:14]2[C:30]([NH:4][C:3]([NH2:5])=[NH:2])=[O:31] |f:0.1,2.3,4.5,6.7|. Reactants: CCCBr, COc1cccc(CC#N)c1, [H-], [Na+], CN(C)C=O, O. Product: CCCC(C#N)c1cccc(OC)c1. RXN SMILES: [Br:3][CH2:4][CH2:5][CH3:6].[CH3:7][O:8][c:9]1[cH:10][c:11]([CH2:15][C:16]#[N:17])[cH:12][cH:13][cH:14]1.[H-:2].[Na+:1].[O:19]=[CH:20][N:21]([CH3:22])[CH3:23].[OH2:18]>>[CH2:4]([CH2:5][CH3:6])[CH:15]([c:11]1[cH:10][c:9]([O:8][CH3:7])[cH:14][cH:13][cH:12]1)[C:16]#[N:17].